This data is from the Open Reaction Database (ORD), a public repository of structured organic reaction records. The task is: describe an organic reaction: reactants, conditions, products, and yield Starting materials: TiCl3, ClC=1C=C2CCCC(C2=C(C1)[N+](=O)[O-])C(=O)C(=O)OCC (6-chloro-1-ethoxalyl-8-nitrotetralin). The solvent is CC(=O)C (acetone), O (water), CC(=O)C (acetone), O (water). Conditions: time 1 hour. The product is ClC=1C=C2C=3C(=C(NC3C1)C(=O)O)CCC2 (7-Chloro-1,3,4,5-tetrahydrobenz[cd]indole-2-carboxylic acid). The yield is 32.5%. RXN SMILES: [Cl:1][C:2]1[CH:3]=[C:4]2[C:9](=[C:10]([N+:12]([O-])=O)[CH:11]=1)[CH:8]([C:15]([C:17]([O:19]CC)=[O:18])=O)[CH2:7][CH2:6][CH2:5]2>CC(C)=O.O>[Cl:1][C:2]1[CH:3]=[C:4]2[CH2:5][CH2:6][CH2:7][C:8]3=[C:15]([C:17]([OH:19])=[O:18])[NH:12][C:10]([CH:11]=1)=[C:9]23. Reported procedure: To a mixture of aqueous 20% TiCl3 (145 g, 0.188 mol), water (150 mL), and acetone (150 mL) was added dropwise a solution of 6-chloro-1-ethoxalyl-8-nitrotetralin (8.39 g, 0.027 mol) in acetone (150 mL) at 0° C. The mixture was stirred for 1 h at room temperature, diluted with water, and extracted with ethyl acetate (400 mL×2). The combined organic layers were washed successively with water and brine, dried over magnesium sulfate, and concentrated. The residue was dissolved in a mixture of THF (60... Starting materials: OC=1C=C2C(CCOC2=CC1)=O (6-hydroxy-4-chromanone), C(C1=CC=CC=C1)Br (benzyl bromide), C(=O)([O-])[O-].[K+].[K+] (K2CO3). Solvent: CC(=O)C (acetone), CCOC(=O)C (EtOAc). Product: C(C1=CC=CC=C1)OC=1C=C2C(CCOC2=CC1)=O (6-Benzyloxy-4-chromanone). As a reaction SMILES: [OH:1][C:2]1[CH:3]=[C:4]2[C:9](=[CH:10][CH:11]=1)[O:8][CH2:7][CH2:6][C:5]2=[O:12].[CH2:13](Br)[C:14]1[CH:19]=[CH:18][CH:17]=[CH:16][CH:15]=1.C([O-])([O-])=O.[K+].[K+]>CC(C)=O.CCOC(C)=O>[CH2:13]([O:1][C:2]1[CH:3]=[C:4]2[C:9](=[CH:10][CH:11]=1)[O:8][CH2:7][CH2:6][C:5]2=[O:12])[C:14]1[CH:19]=[CH:18][CH:17]=[CH:16][CH:15]=1 |f:2.3.4|. Procedure: A mixture of 6-hydroxy-4-chromanone (18.6 g, 113 mmol), benzyl bromide (20 g, 116 mmol), and K2CO3 (21 g, 152 mmol) in acetone (110 ml) was refluxed for 20 hrs. The mixture was cooled, diluted with EtOAc, and filtered through celite. The filtrate was concentrated to an oil, which was triturated with 10% Et2O in hexane (150 ml) to gives, after filtration and washing, 28 g (87%) of the title compound. Starting materials: CCOC(=O)c1cnc(Br)s1, C=C[Sn](CCCC)(CCCC)CCCC, C1COCCO1, Cl[Pd]Cl, c1ccc(P(c2ccccc2)c2ccccc2)cc1, c1ccc(P(c2ccccc2)c2ccccc2)cc1. The product is C=Cc1ncc(C(=O)OCC)s1. Reaction SMILES: [Br:16][c:17]1[s:18][c:19]([C:22](=[O:23])[O:24][CH2:25][CH3:26])[cH:20][n:21]1.[CH2:1]([CH2:2][CH2:14][CH3:15])[Sn:3]([CH2:4][CH2:5][CH2:6][CH3:7])([CH2:8][CH2:9][CH2:10][CH3:11])[CH:12]=[CH2:13].[O:27]1[CH2:28][CH2:29][O:30][CH2:31][CH2:32]1.[Pd:33]([Cl:34])[Cl:35].[c:36]1([P:37]([c:38]2[cH:39][cH:40][cH:41][cH:42][cH:43]2)[c:44]2[cH:45][cH:46][cH:47][cH:48][cH:49]2)[cH:50][cH:51][cH:52][cH:53][cH:54]1.[c:55]1([P:56]([c:57]2[cH:58][cH:59][cH:60][cH:61][cH:62]2)[c:63]2[cH:64][cH:65][cH:66][cH:67][cH:68]2)[cH:69][cH:70][cH:71][cH:72][cH:73]1>>[CH:1](=[CH2:2])[c:17]1[s:18][c:19]([C:22](=[O:23])[O:24][CH2:25][CH3:26])[cH:20][n:21]1. As a reaction SMILES: [CH2:21]([N:22]([CH:23]([CH3:24])[CH3:25])[CH:26]([CH3:27])[CH3:28])[CH3:29].[CH2:53]1[O:54][CH2:55][CH2:56][CH2:57]1.[NH2:1][CH:2]([C:3](=[O:4])[O:5][CH2:6][CH3:7])[CH2:8][c:9]1[cH:10][c:11]([Cl:20])[c:12]([NH2:19])[c:13]([C:15]([F:16])([F:17])[F:18])[cH:14]1.[NH:30]1[CH2:31][CH2:32][CH:33]([N:36]2[C:37](=[O:47])[NH:38][c:39]3[c:40]([cH:43][cH:44][cH:45][cH:46]3)[CH2:41][CH2:42]2)[CH2:34][CH2:35]1.[O:48]=[CH:49][N:50]([CH3:51])[CH3:52]>>[NH:1]([CH:2]([C:3](=[O:4])[O:5][CH2:6][CH3:7])[CH2:8][c:9]1[cH:10][c:11]([Cl:20])[c:12]([NH2:19])[c:13]([C:15]([F:16])([F:17])[F:18])[cH:14]1)[C:49]([N:30]1[CH2:31][CH2:32][CH:33]([N:36]2[C:37](=[O:47])[NH:38][c:39]3[c:40]([cH:43][cH:44][cH:45][cH:46]3)[CH2:41][CH2:42]2)[CH2:34][CH2:35]1)=[O:48]. The product is CCOC(=O)C(Cc1cc(Cl)c(N)c(C(F)(F)F)c1)NC(=O)N1CCC(N2CCc3ccccc3NC2=O)CC1. The reactants are CCN(C(C)C)C(C)C, C1CCOC1, CCOC(=O)C(N)Cc1cc(Cl)c(N)c(C(F)(F)F)c1, O=C1Nc2ccccc2CCN1C1CCNCC1, CN(C)C=O.